From a dataset of the Open Reaction Database (ORD), a public repository of structured organic reaction records. describe an organic reaction: reactants, conditions, products, and yield The reactants are CCCCP(CCCC)CCCC, COC(=O)COc1ccc(O)cc1C, OCC=C(c1ccccc1)c1ccc(I)cc1, O=C(N=NC(=O)N1CCCCC1)N1CCCCC1, C1CCOC1. Product: COC(=O)COc1ccc(OCC=C(c2ccccc2)c2ccc(I)cc2)cc1C. As a reaction SMILES: [CH2:18]([P:19]([CH2:20][CH2:21][CH2:22][CH3:23])[CH2:24][CH2:25][CH2:26][CH3:27])[CH2:28][CH2:29][CH3:30].[CH3:49][O:50][C:51]([CH2:52][O:53][c:54]1[c:55]([CH3:61])[cH:56][c:57]([OH:60])[cH:58][cH:59]1)=[O:62].[I:1][c:2]1[cH:3][cH:4][c:5]([C:8](=[CH:9][CH2:10][OH:11])[c:12]2[cH:13][cH:14][cH:15][cH:16][cH:17]2)[cH:6][cH:7]1.[N:31]([C:32]([N:33]1[CH2:34][CH2:35][CH2:36][CH2:37][CH2:38]1)=[O:39])=[N:40][C:41]([N:42]1[CH2:43][CH2:44][CH2:45][CH2:46][CH2:47]1)=[O:48].[O:63]1[CH2:64][CH2:65][CH2:66][CH2:67]1>>[I:1][c:2]1[cH:3][cH:4][c:5]([C:8](=[CH:9][CH2:10][O:11][c:57]2[cH:56][c:55]([CH3:61])[c:54]([O:53][CH2:52][C:51]([O:50][CH3:49])=[O:62])[cH:59][cH:58]2)[c:12]2[cH:13][cH:14][cH:15][cH:16][cH:17]2)[cH:6][cH:7]1. Reactants: C1(=CC=CC=C1)B(O)O (phenylboronic acid), BrC=1C=C(C=CC1)CC(=O)OC (methyl 3-bromophenylacetate), C(=O)([O-])[O-].[Na+].[Na+] (Na2CO3), C1(=CC=CC=C1)C (toluene). The reagents and catalysts are C=1C=CC(=CC1)[P](C=2C=CC=CC2)(C=3C=CC=CC3)[Pd]([P](C=4C=CC=CC4)(C=5C=CC=CC5)C=6C=CC=CC6)([P](C=7C=CC=CC7)(C=8C=CC=CC8)C=9C=CC=CC9)[P](C=1C=CC=CC1)(C=1C=CC=CC1)C=1C=CC=CC1 (tetrakis(triphenylphosphine)palladium(0)). Solvent: O (water), O (water). Yields the product COC(CC=1C=C(C=CC1)C1=CC=CC=C1)=O (biphenyl-3-yl-acetic acid methyl ester). The yield is 78.8%. Reaction SMILES: [C:1]1(B(O)O)[CH:6]=[CH:5][CH:4]=[CH:3][CH:2]=1.Br[C:11]1[CH:12]=[C:13]([CH2:17][C:18]([O:20][CH3:21])=[O:19])[CH:14]=[CH:15][CH:16]=1.C([O-])([O-])=O.[Na+].[Na+].C1(C)C=CC=CC=1>O.C1C=CC([P]([Pd]([P](C2C=CC=CC=2)(C2C=CC=CC=2)C2C=CC=CC=2)([P](C2C=CC=CC=2)(C2C=CC=CC=2)C2C=CC=CC=2)[P](C2C=CC=CC=2)(C2C=CC=CC=2)C2C=CC=CC=2)(C2C=CC=CC=2)C2C=CC=CC=2)=CC=1>[CH3:21][O:20][C:18](=[O:19])[CH2:17][C:13]1[CH:12]=[C:11]([C:1]2[CH:6]=[CH:5][CH:4]=[CH:3][CH:2]=2)[CH:16]=[CH:15][CH:14]=1 |f:2.3.4,^1:39,41,60,79|. Reported procedure: A mixture of phenylboronic acid (1.000 g, 8.20 mmol), methyl 3-bromophenylacetate (1.691 g, 7.38 mmol), Na2CO3 (1.738 g, 16.4 mmol), tetrakis(triphenylphosphine)palladium(0) (0.474 g, 0.41 mmol), toluene (30 mL), and water (5 mL) was heated under reflux for 20 h. The reaction mixture was diluted with water (20 mL) and the volatiles were removed in vacuo. The aqueous solution was washed with EtOAc (4×20 mL). The organic solutions were combined, washed with 1N NaOH (15 mL) followed by water (15 mL... Reactants: NC1=NNC(=N1)C (3-amino-5-methyl-1,2,4-triazole), CN(C=CC(=O)C=1C=NC=CC1)C (3-dimethylamino-1-(3-pyridyl)-2-propene-1-one). Solvent: C(C)(=O)O (acetic acid). Product: CC1=NN2C(N=CC=C2C=2C=NC=CC2)=N1 (2-Methyl-7-(3-pyridyl)[1,2,4]triazolo[1,5-a]pyrimidine). Yield: 40.3%. Reaction SMILES: [NH2:1][C:2]1[N:6]=[C:5]([CH3:7])[NH:4][N:3]=1.CN(C)[CH:10]=[CH:11][C:12]([C:14]1[CH:15]=[N:16][CH:17]=[CH:18][CH:19]=1)=O>C(O)(=O)C>[CH3:7][C:5]1[N:6]=[C:2]2[N:1]=[CH:10][CH:11]=[C:12]([C:14]3[CH:15]=[N:16][CH:17]=[CH:18][CH:19]=3)[N:3]2[N:4]=1. Procedure: A reaction mixture of 0.98 g of 3-amino-5-methyl-1,2,4-triazole and 1.76 g of 3-dimethylamino-1-(3-pyridyl)-2-propene-1-one in 25 ml of glacial acetic acid was refluxed for six hours. The procedure was continued as for Example 1 to give 0.85 g of the product of the Example as colorless crystals, mp 244°-245° C. Starting materials: NC1=C(C(=NC=N1)N[C@@H](C)C1=NN2C(C(N1C1=CC=CC=C1)=O)=C(C=C2)C)Br ((S)-2-(1-((6-Amino-5-bromopyrimidin-4-yl)amino)ethyl)-5-methyl-3-phenylpyrrolo[2,1-f][1,2,4]triazin-4(3H)-one), FC1=C(C=CC(=C1)F)S(=O)(=O)NC=1C(=NC=C(C1)B1OC(C(O1)(C)C)(C)C)OC (2,4-difluoro-N-(2-methoxy-5-(4,4,5,5-tetramethyl-1,3,2-dioxaborolan-2-yl)pyridin-3-yl)benzenesulfonamide), C([O-])([O-])=O.[Cs+].[Cs+] (cesium carbonate). The product is NC1=NC=NC(=C1C=1C=C(C(=NC1)OC)NS(=O)(=O)C1=C(C=C(C=C1)F)F)N[C@@H](C)C1=NN2C(C(N1C1=CC=CC=C1)=O)=C(C=C2)C ((S)—N-(5-(4-Amino-6-((1-(5-methyl-4-oxo-3-phenyl-3,4-dihydropyrrolo[2,1-f][1,2,4]triazin-2-yl)ethyl)amino)pyrimidin-5-yl)-2-methoxypyridin-3-yl)-2,4-difluorobenzenesulfonamide). Isolated yield 52.2%. As a reaction SMILES: [NH2:1][C:2]1[N:7]=[CH:6][N:5]=[C:4]([NH:8][C@H:9]([C:11]2[N:16]([C:17]3[CH:22]=[CH:21][CH:20]=[CH:19][CH:18]=3)[C:15](=[O:23])[C:14]3=[C:24]([CH3:27])[CH:25]=[CH:26][N:13]3[N:12]=2)[CH3:10])[C:3]=1Br.[F:29][C:30]1[CH:35]=[C:34]([F:36])[CH:33]=[CH:32][C:31]=1[S:37]([NH:40][C:41]1[C:42]([O:56][CH3:57])=[N:43][CH:44]=[C:45](B2OC(C)(C)C(C)(C)O2)[CH:46]=1)(=[O:39])=[O:38].C(=O)([O-])[O-].[Cs+].[Cs+]>>[NH2:1][C:2]1[C:3]([C:45]2[CH:46]=[C:41]([NH:40][S:37]([C:31]3[CH:32]=[CH:33][C:34]([F:36])=[CH:35][C:30]=3[F:29])(=[O:39])=[O:38])[C:42]([O:56][CH3:57])=[N:43][CH:44]=2)=[C:4]([NH:8][C@H:9]([C:11]2[N:16]([C:17]3[CH:22]=[CH:21][CH:20]=[CH:19][CH:18]=3)[C:15](=[O:23])[C:14]3=[C:24]([CH3:27])[CH:25]=[CH:26][N:13]3[N:12]=2)[CH3:10])[N:5]=[CH:6][N:7]=1 |f:2.3.4|. Reported procedure: (S)-2-(1-((6-Amino-5-bromopyrimidin-4-yl)amino)ethyl)-5-methyl-3-phenylpyrrolo[2,1-f][1,2,4]triazin-4(3H)-one (150 mg, 0.34 mmol) was treated with 2,4-difluoro-N-(2-methoxy-5-(4,4,5,5-tetramethyl-1,3,2-dioxaborolan-2-yl)pyridin-3-yl)benzenesulfonamide (280 mg, 0.51 mmol), 2M cesium carbonate (350 μl, 0.70 mmol) and 1,1′-bis(diphenylphosphino)ferrocene-palladium(II)dichloride dichloromethane complex (30 mg, 0.04 mmol) according to the method described in Example 3 to give 117 mg (50% yield) of th...